The task is: describe an organic reaction: reactants, conditions, products, and yield. This data is from the Open Reaction Database (ORD), a public repository of structured organic reaction records. Starting materials: C1=CC=C(C=C1)P(C2=CC=CC=C2)C3=CC=CC=C3 (Ph3P), FC1=CC=C(C=C1)/C=C/B(O)O ([(E)-2-(4-fluorophenyl)vinyl]boronic acid), C(=O)([O-])[O-].[Na+].[Na+] (Na2CO3), BrC1=CC2=C(C=C1)C=1C(=NC=C(C1S2)C#N)NCC2=CC=C(C=C2)OC (7-Bromo-1-[(4-methoxybenzyl)amino][1]benzothieno[3,2-c]pyridine-4-carbonitrile). The reagents and catalysts are CC(=O)[O-].CC(=O)[O-].[Pd+2] (Pd(OAc)2). Solvent: C(CC)O (1-propanol). Reaction conditions: temperature 100 celsius, time 2.5 hour. Product: FC1=CC=C(C=C1)/C=C/C1=CC2=C(C=C1)C=1C(=NC=C(C1S2)C#N)NCC2=CC=C(C=C2)OC (7-[(E)-2-(4-fluorophenyl)vinyl]-1-[(4-methoxybenzyl)amino][1]benzothieno[3,2-c]pyridine-4-carbonitrile). Reaction SMILES: Br[C:2]1[CH:7]=[CH:6][C:5]2[C:8]3[C:9]([NH:17][CH2:18][C:19]4[CH:24]=[CH:23][C:22]([O:25][CH3:26])=[CH:21][CH:20]=4)=[N:10][CH:11]=[C:12]([C:15]#[N:16])[C:13]=3[S:14][C:4]=2[CH:3]=1.[F:27][C:28]1[CH:33]=[CH:32][C:31](/[CH:34]=[CH:35]/B(O)O)=[CH:30][CH:29]=1.C([O-])([O-])=O.[Na+].[Na+].C1C=CC(P(C2C=CC=CC=2)C2C=CC=CC=2)=CC=1>C(O)CC.CC([O-])=O.CC([O-])=O.[Pd+2]>[F:27][C:28]1[CH:33]=[CH:32][C:31](/[CH:34]=[CH:35]/[C:2]2[CH:7]=[CH:6][C:5]3[C:8]4[C:9]([NH:17][CH2:18][C:19]5[CH:20]=[CH:21][C:22]([O:25][CH3:26])=[CH:23][CH:24]=5)=[N:10][CH:11]=[C:12]([C:15]#[N:16])[C:13]=4[S:14][C:4]=3[CH:3]=2)=[CH:30][CH:29]=1 |f:2.3.4,7.8.9|. Reported procedure: To a suspension of 7-bromo-1-[(4-methoxybenzyl)amino][1]benzothieno[3,2-c]pyridine-4-carbonitrile (Example 12, Step 9) in 1-propanol (0.1 M) was added [(E)-2-(4-fluorophenyl)vinyl]boronic acid (1.5 equiv), 2.0 M aqueous Na2CO3 solution (2.5 equiv), and a 3:1 mixture of Ph3P:Pd(OAc)2 (0.1 equiv). The mixture was degassed and then stirred at 100° C. for 2.5 h, and was then partitioned between EtOAc/THF and H2O. The organic layer was washed with H2O and brine, and was then dried (MgSO4), filtered, ... Reactants: CC(C)(C)C1COC(=O)N1, O=C([O-])[O-], Cc1ccc(N2CCN(C(=O)c3ccc(I)cc3)CC2)c(C)c1, CNCCNC, Cc1ccccc1, [Cu]I, [K+], [K+], O. Yields the product Cc1ccc(N2CCN(C(=O)c3ccc(N4C(=O)OCC4C(C)(C)C)cc3)CC2)c(C)c1. RXN SMILES: [C:24]([CH3:25])([CH3:26])([CH3:27])[CH:28]1[NH:29][C:30](=[O:33])[O:31][CH2:32]1.[C:34](=[O:35])([O-:36])[O-:37].[CH3:1][c:2]1[c:3]([N:9]2[CH2:10][CH2:11][N:12]([C:15](=[O:16])[c:17]3[cH:18][cH:19][c:20]([I:23])[cH:21][cH:22]3)[CH2:13][CH2:14]2)[cH:4][cH:5][c:6]([CH3:8])[cH:7]1.[CH3:40][NH:41][CH2:42][CH2:43][NH:44][CH3:45].[CH3:49][c:50]1[cH:51][cH:52][cH:53][cH:54][cH:55]1.[Cu:46][I:47].[K+:38].[K+:39].[OH2:48]>>[CH3:1][c:2]1[c:3]([N:9]2[CH2:10][CH2:11][N:12]([C:15](=[O:16])[c:17]3[cH:18][cH:19][c:20]([N:29]4[CH:28]([C:24]([CH3:25])([CH3:26])[CH3:27])[CH2:32][O:31][C:30]4=[O:33])[cH:21][cH:22]3)[CH2:13][CH2:14]2)[cH:4][cH:5][c:6]([CH3:8])[cH:7]1.